From a dataset of the Open Reaction Database (ORD), a public repository of structured organic reaction records. describe an organic reaction: reactants, conditions, products, and yield Reactants: CCCCP(CCCC)CCCC, O=C(N=NC(=O)N1CCCCC1)N1CCCCC1, C1CCOC1, OCc1ccccc1, O=C1CCc2cc(O)ccc21. The product is O=C1CCc2cc(OCc3ccccc3)ccc21. RXN SMILES: [CH2:20]([P:21]([CH2:22][CH2:23][CH2:24][CH3:25])[CH2:26][CH2:27][CH2:28][CH3:29])[CH2:30][CH2:31][CH3:32].[N:33]([C:34]([N:35]1[CH2:36][CH2:37][CH2:38][CH2:39][CH2:40]1)=[O:41])=[N:42][C:43]([N:44]1[CH2:45][CH2:46][CH2:47][CH2:48][CH2:49]1)=[O:50].[O:51]1[CH2:52][CH2:53][CH2:54][CH2:55]1.[OH:12][CH2:13][c:14]1[cH:15][cH:16][cH:17][cH:18][cH:19]1.[OH:1][c:2]1[cH:3][c:4]2[c:8]([cH:9][cH:10]1)[C:7](=[O:11])[CH2:6][CH2:5]2>>[O:1]([c:2]1[cH:3][c:4]2[c:8]([cH:9][cH:10]1)[C:7](=[O:11])[CH2:6][CH2:5]2)[CH2:13][c:14]1[cH:15][cH:16][cH:17][cH:18][cH:19]1. The reactants are ClC=1C=C(C=CC1)C1CC(NC2=CC=CC=C12)=O ((±)-4-(3-chlorophenyl)-3,4-dihydro-2(1H)-quinolinone), [N+](=O)([O-])C1=CC=C(C(=O)O)C=C1 (4-nitro-benzoic acid), polyphosphoric acid, ice water, [NH4+].[OH-] (NH4OH). Conditions: temperature 140 celsius, time 72 hour. Yields the product ClC=1C=C(C=CC1)C1CC(NC2=CC=C(C=C12)C(C1=CC=C(C=C1)[N+](=O)[O-])=O)=O ((±)-4-(3-chlorophenyl)-3,4-dihydro-6-(4-nitrobenzoyl)-2(1H)-quinolinone). Isolated yield 26.9%. Reaction SMILES: [Cl:1][C:2]1[CH:3]=[C:4]([CH:8]2[C:17]3[C:12](=[CH:13][CH:14]=[CH:15][CH:16]=3)[NH:11][C:10](=[O:18])[CH2:9]2)[CH:5]=[CH:6][CH:7]=1.[N+:19]([C:22]1[CH:30]=[CH:29][C:25]([C:26](O)=[O:27])=[CH:24][CH:23]=1)([O-:21])=[O:20].[NH4+].[OH-]>>[Cl:1][C:2]1[CH:3]=[C:4]([CH:8]2[C:17]3[C:12](=[CH:13][CH:14]=[C:15]([C:26](=[O:27])[C:25]4[CH:24]=[CH:23][C:22]([N+:19]([O-:21])=[O:20])=[CH:30][CH:29]=4)[CH:16]=3)[NH:11][C:10](=[O:18])[CH2:9]2)[CH:5]=[CH:6][CH:7]=1 |f:2.3|. Procedure details: (±)-4-(3-chlorophenyl)-3,4-dihydro-2(1H)-quinolinone (described in WO 97/21701) (0.0776 mol), then 4-nitro-benzoic acid (0.233 mol) were added at 100° C. to polyphosphoric acid (200 g). The mixture was stirred at 140° C. for 72 hours, cooled at 80° C., poured out into ice water, basified with NH4OH (concentrated) and extracted with CH2Cl2. The organic layer was separated, dried (MgSO4), filtered and the solvent was evaporated. The residue (19.4 g) was purified by column chromatography over silic... Starting materials: FC(C(=O)O)(F)F.C[C@H](CCC)NC1=NC(=C2N=C(N=C2N1)OC)N (N2-[(1R)-1-Methylbutyl]-8-(methyloxy)-3H-purine-2,6-diamine trifluoroacetate), C[C@@H](CCC)NC1=NC(=C2N=C(N(C2=N1)C1OCCCC1)OC)N (N2-[(1S)-1-methylbutyl]-8-(methyloxy)-9-(tetrahydro-2H-pyran-2-yl)-9H-purine-2,6-diamine). Yields the product FC(C(=O)O)(F)F.C[C@@H](CCC)NC1=NC(=C2N=C(N=C2N1)OC)N (N2-[(1S)-1-Methylbutyl]-8-(methyloxy)-3H-purine-2,6-diamine trifluoroacetate). As a reaction SMILES: [F:1][C:2]([F:7])([F:6])[C:3]([OH:5])=[O:4].[CH3:8][C@@H:9]([NH:13][C:14]1[NH:22][C:21]2[C:17]([N:18]=[C:19]([O:23][CH3:24])[N:20]=2)=[C:16]([NH2:25])[N:15]=1)[CH2:10][CH2:11][CH3:12].C[C@H](NC1N=C2C(N=C(OC)N2C2CCCCO2)=C(N)N=1)CCC>>[F:1][C:2]([F:7])([F:6])[C:3]([OH:5])=[O:4].[CH3:8][C@H:9]([NH:13][C:14]1[NH:22][C:21]2[C:17]([N:18]=[C:19]([O:23][CH3:24])[N:20]=2)=[C:16]([NH2:25])[N:15]=1)[CH2:10][CH2:11][CH3:12] |f:0.1,3.4|. Reported procedure: Prepared similarly to Intermediate 73 from N2-[(1S)-1-methylbutyl]-8-(methyloxy)-9-(tetrahydro-2H-pyran-2-yl)-9H-purine-2,6-diamine. Starting materials: Cl (HCl), IC=1C=C(C=C(C1O)I)C(C(=O)O)C (3,5-diiodo-4-hydroxyphenypropionic acid), IC=1C=C(CBr)C=CC1 (3-iodobenzyl bromide), C([O-])([O-])=O.[Cs+].[Cs+] (cesium carbonate). The solvent is CN(C)C=O (DMF). Conditions: time 15 hour. Product: IC=1C=C(COC(C(C)C2=CC(=C(C(=C2)I)OCC2=CC(=CC=C2)I)I)=O)C=CC1 (3,5-Diiodo-4-(3-Iodobenzyloxy)phenyl-propionic Acid 3-Iodobenzyl Ester). Isolated yield 183.5%. As a reaction SMILES: [I:1][C:2]1[CH:3]=[C:4]([CH:10]([CH3:14])[C:11]([OH:13])=[O:12])[CH:5]=[C:6]([I:9])[C:7]=1[OH:8].[I:15][C:16]1[CH:17]=[C:18]([CH:21]=[CH:22][CH:23]=1)[CH2:19]Br.C(=O)([O-])[O-].[Cs+].[Cs+].Cl>CN(C=O)C>[I:15][C:16]1[CH:17]=[C:18]([CH:21]=[CH:22][CH:23]=1)[CH2:19][O:12][C:11](=[O:13])[CH:10]([C:4]1[CH:3]=[C:2]([I:1])[C:7]([O:8][CH2:10][C:4]2[CH:5]=[CH:6][CH:7]=[C:2]([I:1])[CH:3]=2)=[C:6]([I:9])[CH:5]=1)[CH3:14] |f:2.3.4|. Procedure: A suspension of 3,5-diiodo-4-hydroxyphenypropionic acid (209 mg, 0.5 mmol), 3-iodobenzyl bromide (371 mg, 1.25 mmol), and cesium carbonate (490 mg, 1.5 mmol) in 5 mL DMF was stirred for 15 h at room temperature. After that time, 1 M HCl (15 mL) was added and an oil formed. The oil was extracted with ether and methanol was added. Crystals formed in the solution upon cooling, yielding the title compound as white crystals (390 mg, 92%); 1H NMR (CDCl3) δ 8.00 (S, 1H), 7.71-7.60 (m, 6H), 7.29-7.26 (m... Starting materials: CC(O)C1CN(Cc2ccccc2)CC1c1ccc(Cl)c(F)c1, C1CCOC1, Oc1ccc(Cl)cn1, c1ccc(P(c2ccccc2)c2ccccc2)cc1. Product: CC(Oc1ccc(Cl)cn1)C1CN(Cc2ccccc2)CC1c1ccc(Cl)c(F)c1. RXN SMILES: [CH2:28]([c:29]1[cH:30][cH:31][cH:32][cH:33][cH:34]1)[N:35]1[CH2:36][CH:37]([CH:48]([CH3:49])[OH:50])[CH:38]([c:40]2[cH:41][c:42]([F:47])[c:43]([Cl:46])[cH:44][cH:45]2)[CH2:39]1.[CH2:51]1[O:52][CH2:53][CH2:54][CH2:55]1.[Cl:20][c:21]1[cH:22][cH:23][c:24]([OH:27])[n:25][cH:26]1.[c:1]1([P:2]([c:3]2[cH:4][cH:5][cH:6][cH:7][cH:8]2)[c:9]2[cH:10][cH:11][cH:12][cH:13][cH:14]2)[cH:15][cH:16][cH:17][cH:18][cH:19]1>>[Cl:20][c:21]1[cH:22][cH:23][c:24]([O:27][CH:48]([CH:37]2[CH2:36][N:35]([CH2:28][c:29]3[cH:30][cH:31][cH:32][cH:33][cH:34]3)[CH2:39][CH:38]2[c:40]2[cH:41][c:42]([F:47])[c:43]([Cl:46])[cH:44][cH:45]2)[CH3:49])[n:25][cH:26]1. Reactants: CN(C=O)C (N,N-Dimethylformamide), N1CCCCC1 (piperidine), C1(CC1)NC(=O)N1C=CC2=CC(=CC=C12)OC1=CC(=NC=C1)NC(OC1=CC=CC=C1)=O (phenyl N-(4-(1-cyclopropylaminocarbonyl-1H-5-indolyl)oxy-2-pyridyl)carbamate), C1(CC1)NC(=O)N1C=CC2=CC(=CC=C12)OC1=CC(=NC=C1)NC(=O)N1CCC(CC1)N1CCCC1 (N1-Cyclopropyl-5-(2-(((4-(pyrrolidin-1-yl)piperidin-1-yl)carbonyl)amino)pyridin-4-yloxy)-1H-1-indolecarboxamide). The solvent is C(C)OCC (diethyl ether). Run at time 8 hour. Product: C1(CC1)NC(=O)N1C=CC2=CC(=CC=C12)OC1=CC(=NC=C1)NC(=O)N1CCCCC1 (N1-Cyclopropyl-5-(2-(piperidin-1-ylcarbonyl)amino-4-pyridyl)oxy-1H-1-indolecarboxamide). Reaction SMILES: CN(C)C=O.N1CCCCC1.C1(NC(N2C3C(=CC(OC4C=CN=C(NC(=O)OC5C=CC=CC=5)C=4)=CC=3)C=C2)=O)CC1.[CH:44]1([NH:47][C:48]([N:50]2[C:58]3[C:53](=[CH:54][C:55]([O:59][C:60]4[CH:65]=[CH:64][N:63]=[C:62]([NH:66][C:67]([N:69]5[CH2:74][CH2:73][CH:72](N6CCCC6)[CH2:71][CH2:70]5)=[O:68])[CH:61]=4)=[CH:56][CH:57]=3)[CH:52]=[CH:51]2)=[O:49])[CH2:46][CH2:45]1>C(OCC)C>[CH:44]1([NH:47][C:48]([N:50]2[C:58]3[C:53](=[CH:54][C:55]([O:59][C:60]4[CH:65]=[CH:64][N:63]=[C:62]([NH:66][C:67]([N:69]5[CH2:74][CH2:73][CH2:72][CH2:71][CH2:70]5)=[O:68])[CH:61]=4)=[CH:56][CH:57]=3)[CH:52]=[CH:51]2)=[O:49])[CH2:46][CH2:45]1. Procedure: N,N-Dimethylformamide (5 ml) and piperidine (0.42 ml, 4.2 mmol) were added to a mixture (467 mg) of phenyl N-(4-(1-cyclopropylaminocarbonyl-1H-5-indolyl)oxy-2-pyridyl)carbamate and phenyl N-(4-(1-cyclopropylaminocarbonyl-1H-5-indolyl)oxy-2-pyridyl)-N-(phenoxycarbonyl)carbamate obtained in Example 68; and the reaction mixture was stirred overnight; the reaction mixture was partitioned between ethyl acetate and water; the organic layer was concentrated; the obtained solid was washed with a solvent... Starting materials: C(C)(=O)NC1=CC=C(C(=N1)C(=O)OC)O (methyl 6-acetylamino-3-hydroxypicolinate), COC1=NC(=NC(=C1)OC)S(=O)(=O)C (4,6-dimethoxy-2-methylsulfonylpyrimidine), C([O-])([O-])=O.[K+].[K+] (potassium carbonate), CN(C)C=O (DMF). Solvent: O (water). Product: C(C)(=O)NC1=CC=C(C(=N1)C(=O)OC)OC1=NC(=CC(=N1)OC)OC (methyl 6-acetylamino-3-[(4,6-dimethoxypyrimidin-2-yl)oxy]picolinate). Yield: 70.0%. Reaction SMILES: [C:1]([NH:4][C:5]1[N:10]=[C:9]([C:11]([O:13][CH3:14])=[O:12])[C:8]([OH:15])=[CH:7][CH:6]=1)(=[O:3])[CH3:2].[CH3:16][O:17][C:18]1[CH:23]=[C:22]([O:24][CH3:25])[N:21]=[C:20](S(C)(=O)=O)[N:19]=1.C(=O)([O-])[O-].[K+].[K+].CN(C=O)C>O>[C:1]([NH:4][C:5]1[N:10]=[C:9]([C:11]([O:13][CH3:14])=[O:12])[C:8]([O:15][C:20]2[N:21]=[C:22]([O:24][CH3:25])[CH:23]=[C:18]([O:17][CH3:16])[N:19]=2)=[CH:7][CH:6]=1)(=[O:3])[CH3:2] |f:2.3.4|. Procedure details: 0.78 g (3.7 mmol) of the obtained methyl 6-acetylamino-3-hydroxypicolinate, 0.81 g (3.7 mmol) of 4,6-dimethoxy-2-methylsulfonylpyrimidine and 0.51 g (3.7 mmol) of potassium carbonate were added to 50 ml of DMF, and the mixture was reacted at 80° C. for two hours. After completion of the reaction, the reaction mixture was poured into water and extracted with diethyl ether. The extract was washed with water, dried and concentrated. The oily product thereby obtained was purified by column chromatog... The reactants are OC1=CC=C(C(=O)C2=CC=CC=C2)C=C1 (4-hydroxy-benzophenone), [Cl-].[NH4+] (ammonium chloride), C(=C)[Mg]Cl (vinyl magnesium chloride), CCOCC (ether). Run in O1CCCC1 (tetrahydrofuran). Conditions: time 8 hour. Product: OC1=CC=C(C(C2=CC=CC=C2)(O)C=C)C=C1 (4-hydroxy-α-vinyl-benzhydrol). As a reaction SMILES: [OH:1][C:2]1[CH:15]=[CH:14][C:5]([C:6]([C:8]2[CH:13]=[CH:12][CH:11]=[CH:10][CH:9]=2)=[O:7])=[CH:4][CH:3]=1.[CH3:16][CH2:17]OCC.C([Mg]Cl)=C.[Cl-].[NH4+]>O1CCCC1>[OH:1][C:2]1[CH:3]=[CH:4][C:5]([C:6]([CH:16]=[CH2:17])([OH:7])[C:8]2[CH:13]=[CH:12][CH:11]=[CH:10][CH:9]=2)=[CH:14][CH:15]=1 |f:3.4|. Reported procedure: A solution of 20 g. of 4-hydroxy-benzophenone in 180 ml. of dry ether is added, within about 30 minutes, to a 0° C. solution of 184 ml. of a 3.4 molar tetrahydrofuran solution of vinyl magnesium chloride, and the reaction mixture is stirred at the same temperature for additional 1 hour. The mixture is allowed to stand at room temperature overnight. Thereafter the mixture is poured onto ice water containing ammonium chloride. The etheral phase is separated, washed with water until neutral, dried ...